Dataset: the Open Reaction Database (ORD), a public repository of structured organic reaction records. Task: describe an organic reaction: reactants, conditions, products, and yield The reactants are ClC1=CC=2N=CN(C(C2C(=N1)NC(C)C)=O)C (7-chloro-5-(isopropylamino)-3-methylpyrido[4,3-d]pyrimidin-4(3H)-one), CC1(OB(OC1(C)C)C=1C=CC(=NC1)C(C)(C)O)C (2-(5-(4,4,5,5-tetramethyl-1,3,2-dioxaborolan-2-yl)pyridin-2-yl)propan-2-ol), C(=O)([O-])[O-].[Na+].[Na+] (Na2CO3), O1CCOCC1 (dioxane). Reagents/catalysts: C=1C=CC(=CC1)[P](C=2C=CC=CC2)(C=3C=CC=CC3)[Pd]([P](C=4C=CC=CC4)(C=5C=CC=CC5)C=6C=CC=CC6)([P](C=7C=CC=CC7)(C=8C=CC=CC8)C=9C=CC=CC9)[P](C=1C=CC=CC1)(C=1C=CC=CC1)C=1C=CC=CC1 (Pd(PPh3)4). The solvent is O (H2O), C(Cl)Cl.CO (DCM MeOH). Run at temperature 90 celsius. Product: OC(C)(C)C1=CC=C(C=N1)C1=CC=2N=CN(C(C2C(=N1)NC(C)C)=O)C (7-(6-(2-hydroxypropan-2-yl)pyridin-3-yl)-5-(isopropylamino)-3-methylpyrido[4,3-d]pyrimidin-4(3H)-one). Reaction SMILES: Cl[C:2]1[N:11]=[C:10]([NH:12][CH:13]([CH3:15])[CH3:14])[C:9]2[C:8](=[O:16])[N:7]([CH3:17])[CH:6]=[N:5][C:4]=2[CH:3]=1.CC1(C)C(C)(C)OB([C:26]2[CH:27]=[CH:28][C:29]([C:32]([OH:35])([CH3:34])[CH3:33])=[N:30][CH:31]=2)O1.C([O-])([O-])=O.[Na+].[Na+].O1CCOCC1>C1C=CC([P]([Pd]([P](C2C=CC=CC=2)(C2C=CC=CC=2)C2C=CC=CC=2)([P](C2C=CC=CC=2)(C2C=CC=CC=2)C2C=CC=CC=2)[P](C2C=CC=CC=2)(C2C=CC=CC=2)C2C=CC=CC=2)(C2C=CC=CC=2)C2C=CC=CC=2)=CC=1.C(Cl)Cl.CO.O>[OH:35][C:32]([C:29]1[N:30]=[CH:31][C:26]([C:2]2[N:11]=[C:10]([NH:12][CH:13]([CH3:15])[CH3:14])[C:9]3[C:8](=[O:16])[N:7]([CH3:17])[CH:6]=[N:5][C:4]=3[CH:3]=2)=[CH:27][CH:28]=1)([CH3:34])[CH3:33] |f:2.3.4,7.8,^1:52,54,73,92|. Procedure details: A mixture of crude 7-chloro-5-(isopropylamino)-3-methylpyrido[4,3-d]pyrimidin-4(3H)-one (455 mg, ˜1.80 mmol), crude 2-(5-(4,4,5,5-tetramethyl-1,3,2-dioxaborolan-2-yl)pyridin-2-yl)propan-2-ol (570 mg, ˜2.10 mmol), Pd(PPh3)4 (208 mg, 0.18 mmol) and Na2CO3 (1.90 g, 18.0 mol) in a mixed solvent of dioxane (30 mL) and H2O (10 mL) was purged with N2, heated at 90° C. for 16 hours, poured into water (400 mL) and extracted with EtOAc (5×70 mL). The combined organic phases were washed with brine (20 mL),... Starting materials: O=C([O-])O, CN(C)C=O, CC(C)I, [K+], Nc1ccccc1O, O. The product is CC(C)Nc1ccccc1O. RXN SMILES: [C:18](=[O:19])([O-:20])[OH:21].[CH3:9][N:10]([CH3:11])[CH:12]=[O:13].[I:14][CH:15]([CH3:16])[CH3:17].[K+:22].[NH2:1][c:2]1[c:3]([OH:8])[cH:4][cH:5][cH:6][cH:7]1.[OH2:23]>>[NH:1]([c:2]1[c:3]([OH:8])[cH:4][cH:5][cH:6][cH:7]1)[CH:15]([CH3:16])[CH3:17]. Starting materials: [O-]S(=O)(=S)[O-].[Na+].[Na+] (Na2S2O3), OC(=O)C(F)(F)F.N[C@@H]1C(OC1)=O ((S)-3-amino-2-oxetanone TFA salt). The solvent is O (H2O), O (H2O). Yields the product O.O.[Na+].S(=O)(=O)(O)SC[C@H](N)C(=O)[O-] (S-sulfo-L-cysteine monosodium salt dihydrate). Yield: 83.4%. RXN SMILES: [O-:1][S:2]([O-:5])(=[S:4])=[O:3].[Na+:6].[Na+].[OH:8]C(C(F)(F)F)=O.[NH2:15][C@H:16]1[CH2:19][O:18][C:17]1=[O:20]>O>[OH2:1].[OH2:8].[Na+:6].[S:2]([S:4][CH2:19][C@@H:16]([C:17]([O-:20])=[O:18])[NH2:15])([OH:5])(=[O:1])=[O:3] |f:0.1.2,3.4,6.7.8.9|. Procedure details: To Na2S2O3 (73.2 mg, 0.463 mmol) in H2O (I mL) at pH 5.0 was added (S)-3-amino-2-oxetanone TFA salt (produced from BOC-L-serine β-lactone (43.0 mg, 0.23 mmol)) in H2O (1 mL). The pH was maintained at 5.0 for 1 h and the solvent was removed in vacuo at 25° C. The residue was dissolved in H2O (1.0 mL), applied to a column of Rexyn 102 trademark) (1×10 cm, H+ form) and eluted with (0.25 mL/min). S-sulfo-L-cysteine (Rf 0.81, System A; characteristic brown color with ninhydrin) eluted chromatographic...